From a dataset of the Open Reaction Database (ORD), a public repository of structured organic reaction records. describe an organic reaction: reactants, conditions, products, and yield The reactants are N(=[N+]=[N-])C[C@H](C)NC1=C(C(=O)NCC2=CC(=C(C=C2)OC)OC)C=C(C=C1)C#N ((S)-2-(2-azido-1-methylethylamino)-5-cyano-N-(3,4-dimethoxybenzyl)benzamide). Reagents/catalysts: [Pd] (palladium on activated carbon). Solvent: C(C)O (ethanol), ClCCl (dichloromethane). Conditions: time 3 hour. Yields the product NC[C@H](C)NC1=C(C(=O)NCC2=CC(=C(C=C2)OC)OC)C=C(C=C1)C#N ((S)-2-(2-amino-1-methylethylamino)-5-cyano-N-(3,4-dimethoxybenzyl)benzamide). Yield: 83.3%. RXN SMILES: [N:1]([CH2:4][C@@H:5]([NH:7][C:8]1[CH:27]=[CH:26][C:25]([C:28]#[N:29])=[CH:24][C:9]=1[C:10]([NH:12][CH2:13][C:14]1[CH:19]=[CH:18][C:17]([O:20][CH3:21])=[C:16]([O:22][CH3:23])[CH:15]=1)=[O:11])[CH3:6])=[N+]=[N-]>C(O)C.ClCCl.[Pd]>[NH2:1][CH2:4][C@@H:5]([NH:7][C:8]1[CH:27]=[CH:26][C:25]([C:28]#[N:29])=[CH:24][C:9]=1[C:10]([NH:12][CH2:13][C:14]1[CH:19]=[CH:18][C:17]([O:20][CH3:21])=[C:16]([O:22][CH3:23])[CH:15]=1)=[O:11])[CH3:6]. Procedure details: To a solution of (S)-2-(2-azido-1-methylethylamino)-5-cyano-N-(3,4-dimethoxybenzyl)benzamide (505 mg) in a mixture of ethanol (5 mL) and dichloromethane (3 mL) was added 10% palladium on activated carbon (60 mg), and the mixture was stirred under hydrogen atmosphere (1 atm) for 3 hours at ambient temperature. The resulting mixture was filtered through celite and washed with ethanol. The filtrate and the washings were combined and evaporated in vacuo. The residue was subjected to a silica gel col... Reactants: [NH4+].[OH-] (NH4OH), FC(C=1C=C(CN(C(OC)=O)CC2=C(C=CC(=C2)C(F)(F)F)I)C=C(C1)C(F)(F)F)(F)F (methyl [3,5-bis(trifluoromethyl)benzyl][2-iodo-5-(trifluoromethyl)benzyl]carbamate), resultant mixture, C(#N)[Cu] (CuCN). The solvent is CN(C)C=O (DMF). Product: COC(N(CC1=C(C=CC(=C1)C(F)(F)F)C#N)CC1=CC(=CC(=C1)C(F)(F)F)C(F)(F)F)=O (Methyl[3,5-bis(trifluoromethyl)benzyl][2-cyano-5-(trifluoromethyl)benzyl]carbamate). RXN SMILES: [F:1][C:2]([F:32])([F:31])[C:3]1[CH:4]=[C:5]([CH:24]=[C:25](C(F)(F)F)[CH:26]=1)[CH2:6][N:7]([CH2:12][C:13]1[CH:18]=[C:17]([C:19]([F:22])([F:21])[F:20])[CH:16]=[CH:15][C:14]=1I)[C:8](=[O:11])[O:9][CH3:10].[C:33]([Cu])#[N:34].[NH4+].[OH-]>CN(C=O)C>[CH3:10][O:9][C:8](=[O:11])[N:7]([CH2:6][C:5]1[CH:24]=[C:25]([C:2]([F:32])([F:31])[F:1])[CH:26]=[C:3]([C:2]([F:31])([F:1])[F:32])[CH:4]=1)[CH2:12][C:13]1[CH:18]=[C:17]([C:19]([F:22])([F:21])[F:20])[CH:16]=[CH:15][C:14]=1[C:33]#[N:34] |f:2.3|. Procedure details: To a solution of Example 5 dissolved in DMF (1.5 mL) was added CuCN (20 mg, 0.22 mmol) and the resultant mixture was heated at 100° C. for 16 h. The reaction was cooled to room temperature, poured into NH4OH (10 mL) and extracted with EtOAC (4×30 mL). The combined organic extracts were washed with H2O and brine (10 mL each), dried over MgSO4, filtered and concentrated in vacuo. Purification by flash chromatography (0 to 25% EtOAc/hexanes) afforded the title compound as a colorless oil. LCMS=485 ...